From a dataset of the Open Reaction Database (ORD), a public repository of structured organic reaction records. describe an organic reaction: reactants, conditions, products, and yield The reactants are BrC1=C(C=O)C=CC=C1 (2-bromobenzaldehyde), C(CCCC#C)O (5-hexyn-1-ol). The product is OCCCCC#CC1=C(C=O)C=CC=C1 (2-(6-hydroxy-1-hexynyl)benzaldehyde). The yield is 59.4%. RXN SMILES: Br[C:2]1[CH:9]=[CH:8][CH:7]=[CH:6][C:3]=1[CH:4]=[O:5].[CH2:10]([OH:16])[CH2:11][CH2:12][CH2:13][C:14]#[CH:15]>>[OH:16][CH2:10][CH2:11][CH2:12][CH2:13][C:14]#[C:15][C:2]1[CH:9]=[CH:8][CH:7]=[CH:6][C:3]=1[CH:4]=[O:5]. Reported procedure: Using the procedure of example 5 and starting with 11.1 g (60 mmol) of 2-bromobenzaldehyde and 7.62 g (77 mol) of 5-hexyn-1-ol, 2-(6-hydroxy-1-hexynyl)benzaldehyde was obtained in 59.4% yield, as a yellow oil. Reactants: S1C(=NC=C1)C1CCN(CC1)C(=O)OC(C)(C)C (tert-butyl 4-(thiazol-2-yl)piperidine-1-carboxylate), C1CC(=O)N(C1=O)Br (NBS). The solvent is C(C)#N (acetonitrile). Conditions: time 14 hour. Yields the product BrC1=CN=C(S1)C1CCN(CC1)C(=O)OC(C)(C)C (tert-butyl 4-(5-bromothiazol-2-yl)piperidine-1-carboxylate). RXN SMILES: [S:1]1[CH:5]=[CH:4][N:3]=[C:2]1[CH:6]1[CH2:11][CH2:10][N:9]([C:12]([O:14][C:15]([CH3:18])([CH3:17])[CH3:16])=[O:13])[CH2:8][CH2:7]1.C1C(=O)N([Br:26])C(=O)C1>C(#N)C>[Br:26][C:5]1[S:1][C:2]([CH:6]2[CH2:7][CH2:8][N:9]([C:12]([O:14][C:15]([CH3:18])([CH3:17])[CH3:16])=[O:13])[CH2:10][CH2:11]2)=[N:3][CH:4]=1. Procedure details: To a solution of tert-butyl 4-(thiazol-2-yl)piperidine-1-carboxylate (530 mg, 1.97 mmol) in acetonitrile (10 mL) was added NBS (1.40 g, 7.86 mmol). The mixture was stirred at RT for 14 hours and heated at 50° C. for 4 hours. The reaction mixture with some starting material recovered was poured into a solution of Na2SO3 (30 mL) and 6N NaOH (2 mL). The aqueous layer was extracted with EtOAc, dried over MgSO4, and the combined organics concentrated in vacuo. The residue was purified by silica gel c...